From a dataset of the Open Reaction Database (ORD), a public repository of structured organic reaction records. describe an organic reaction: reactants, conditions, products, and yield Starting materials: COc1cc(NC(=O)C(C)C)c(Br)cc1C, COc1ccc(CCl)cc1, CS(C)=O, [K+], [OH-], O. Yields the product COc1ccc(CN(C(=O)C(C)C)c2cc(OC)c(C)cc2Br)cc1. RXN SMILES: [Br:1][c:2]1[c:3]([NH:11][C:12]([CH:13]([CH3:14])[CH3:15])=[O:16])[cH:4][c:5]([O:9][CH3:10])[c:6]([CH3:8])[cH:7]1.[CH3:19][O:20][c:21]1[cH:22][cH:23][c:24]([CH2:25][Cl:26])[cH:27][cH:28]1.[CH3:30][S:31]([CH3:32])=[O:33].[K+:18].[OH-:17].[OH2:29]>>[Br:1][c:2]1[c:3]([N:11]([C:12]([CH:13]([CH3:14])[CH3:15])=[O:16])[CH2:25][c:24]2[cH:23][cH:22][c:21]([O:20][CH3:19])[cH:28][cH:27]2)[cH:4][c:5]([O:9][CH3:10])[c:6]([CH3:8])[cH:7]1. The reactants are CC(=O)OC(C)=O, O=CO, Nc1ccnc(C(=O)Nc2ccc(Oc3ccccc3)cc2)c1O, C1CCOC1. The product is O=CNc1ccnc(C(=O)Nc2ccc(Oc3ccccc3)cc2)c1O. Reaction SMILES: [CH3:1][C:2](=[O:3])[O:4][C:5](=[O:6])[CH3:7].[CH:8]([OH:9])=[O:10].[NH2:11][c:12]1[c:13]([OH:34])[c:14]([C:18](=[O:19])[NH:20][c:21]2[cH:22][cH:23][c:24]([O:27][c:28]3[cH:29][cH:30][cH:31][cH:32][cH:33]3)[cH:25][cH:26]2)[n:15][cH:16][cH:17]1.[O:35]1[CH2:36][CH2:37][CH2:38][CH2:39]1>>[CH:2](=[O:3])[NH:11][c:12]1[c:13]([OH:34])[c:14]([C:18](=[O:19])[NH:20][c:21]2[cH:22][cH:23][c:24]([O:27][c:28]3[cH:29][cH:30][cH:31][cH:32][cH:33]3)[cH:25][cH:26]2)[n:15][cH:16][cH:17]1. The reactants are CN1CCC(CC1)C1=CNC2=CC=CC=C12 (3-(1-methyl-4-piperidinyl)-1H-indole), FC1=CC=C(C(=O)Cl)C=C1 (4-fluorobenzoyl chloride). The product is FC1=CC=C(C(=O)N2C=C(C3=CC=CC=C23)C2CCN(CC2)C)C=C1 (1-(4-Fluorobenzoyl)-3-(1-methyl-4-piperidinyl)indole). Reaction SMILES: [CH3:1][N:2]1[CH2:7][CH2:6][CH:5]([C:8]2[C:16]3[C:11](=[CH:12][CH:13]=[CH:14][CH:15]=3)[NH:10][CH:9]=2)[CH2:4][CH2:3]1.[F:17][C:18]1[CH:26]=[CH:25][C:21]([C:22](Cl)=[O:23])=[CH:20][CH:19]=1>>[F:17][C:18]1[CH:26]=[CH:25][C:21]([C:22]([N:10]2[C:11]3[C:16](=[CH:15][CH:14]=[CH:13][CH:12]=3)[C:8]([CH:5]3[CH2:4][CH2:3][N:2]([CH3:1])[CH2:7][CH2:6]3)=[CH:9]2)=[O:23])=[CH:20][CH:19]=1. Procedure details: (27.2 mg, 81%); from 3-(1-methyl-4-piperidinyl)-1H-indole (Example 5d, 21.5 mg, 0.10 mmol) and 4-fluorobenzoyl chloride (23.8 mg, 0.15 mmol), HRMS-FAB+ for C21H21N2OF, calculated MH+ : 337.17163; found: 337.17162. Reactants: CC(C)(C)[Si](C)(C)OC1CC(O)CN(C(=O)OCc2ccccc2)C1, C1CCOC1, CI, CCOC(C)=O, [H-], [Na+]. Yields the product COC1CC(O[Si](C)(C)C(C)(C)C)CN(C(=O)OCc2ccccc2)C1. As a reaction SMILES: [C:1]([CH3:2])([CH3:3])([CH3:4])[Si:5]([O:6][CH:7]1[CH2:8][N:9]([C:14](=[O:15])[O:16][CH2:17][c:18]2[cH:19][cH:20][cH:21][cH:22][cH:23]2)[CH2:10][CH:11]([OH:13])[CH2:12]1)([CH3:24])[CH3:25].[CH2:30]1[O:31][CH2:32][CH2:33][CH2:34]1.[CH3:28][I:29].[CH3:35][CH2:36][O:37][C:38]([CH3:39])=[O:40].[H-:26].[Na+:27]>>[C:1]([CH3:2])([CH3:3])([CH3:4])[Si:5]([O:6][CH:7]1[CH2:8][N:9]([C:14](=[O:15])[O:16][CH2:17][c:18]2[cH:19][cH:20][cH:21][cH:22][cH:23]2)[CH2:10][CH:11]([O:13][CH3:28])[CH2:12]1)([CH3:24])[CH3:25].